Dataset: the Open Reaction Database (ORD), a public repository of structured organic reaction records. Task: describe an organic reaction: reactants, conditions, products, and yield Starting materials: CCCc1c(OCCCOc2cccc([N+](=O)[O-])c2)ccc(C(C)=O)c1OC, C1CCOC1. Yields the product CCCc1c(OCCCOc2cccc(N)c2)ccc(C(C)=O)c1OC. As a reaction SMILES: [C:1]([CH3:2])(=[O:3])[c:4]1[c:5]([O:27][CH3:28])[c:6]([CH2:24][CH2:25][CH3:26])[c:7]([O:8][CH2:9][CH2:10][CH2:11][O:12][c:13]2[cH:14][c:15]([N+:19]([O-:20])=[O:21])[cH:16][cH:17][cH:18]2)[cH:22][cH:23]1.[O:29]1[CH2:30][CH2:31][CH2:32][CH2:33]1>>[C:1]([CH3:2])(=[O:3])[c:4]1[c:5]([O:27][CH3:28])[c:6]([CH2:24][CH2:25][CH3:26])[c:7]([O:8][CH2:9][CH2:10][CH2:11][O:12][c:13]2[cH:14][c:15]([NH2:19])[cH:16][cH:17][cH:18]2)[cH:22][cH:23]1. Reactants: Cl (HCl), S1C(=CC=C1)CC(=O)NNCC(=O)OC(C)(C)C (2-Thienyl-N-tert.-butoxycarbonylmethylaminoacetamide). Run in C(C)(=O)O (acetic acid). Product: Cl.S1C(=CC=C1)CC(=O)NNCC(=O)O (2-Thienyl-N-hydroxycarbonylmethylaminoacetamide hydrochloride). Reaction SMILES: [ClH:1].[S:2]1[CH:6]=[CH:5][CH:4]=[C:3]1[CH2:7][C:8]([NH:10][NH:11][CH2:12][C:13]([O:15]C(C)(C)C)=[O:14])=[O:9]>C(O)(=O)C>[ClH:1].[S:2]1[CH:6]=[CH:5][CH:4]=[C:3]1[CH2:7][C:8]([NH:10][NH:11][CH2:12][C:13]([OH:15])=[O:14])=[O:9] |f:3.4|. Reported procedure: Gaseous HCl is passed into a stirred and cooled suspension of 3.2 g of the compound from Example 7 in 30 ml of glacial acetic acid until saturated. The mixture is then stirred for 1 h and the volatile fractions are removed in vacuo. The residue is recrystallized from ether. Starting materials: C(C(C)C)C=1C=C(SC1C)C(=O)O (4-isobutyl-5-methyl-thiophene-2-carboxylic acid), CCN(C(C)C)C(C)C (DIPEA), C(C)C1=C(C(=CC(=C1)C(NO)=N)C)CCC(=O)O (3-[2-ethyl-4-(N-hydroxycarbamimidoyl)-6-methyl-phenyl]-propionic acid), CN(C)C(=[N+](C)C)ON1C2=C(C=CC=C2)N=N1.[B-](F)(F)(F)F (TBTU). Run in C(Cl)Cl (DCM), C(Cl)Cl (DCM). Conditions: time 16 hour. Product: C(C)C1=C(C(=CC(=C1)C1=NOC(=N1)C=1SC(=C(C1)CC(C)C)C)C)CCC(=O)O (3-{2-ethyl-4-[5-(4-isobutyl-5-methyl-thiophen-2-yl)-[1,2,4]oxadiazol-3-yl]-6-methyl-phenyl}-propionic acid). Isolated yield 15.6%. RXN SMILES: [CH2:1]([C:5]1[CH:6]=[C:7]([C:11]([OH:13])=O)[S:8][C:9]=1[CH3:10])[CH:2]([CH3:4])[CH3:3].CCN(C(C)C)C(C)C.CN(C(ON1N=NC2C=CC=CC1=2)=[N+](C)C)C.[B-](F)(F)(F)F.[CH2:45]([C:47]1[CH:52]=[C:51]([C:53](=[NH:56])[NH:54]O)[CH:50]=[C:49]([CH3:57])[C:48]=1[CH2:58][CH2:59][C:60]([OH:62])=[O:61])[CH3:46]>C(Cl)Cl>[CH2:45]([C:47]1[CH:52]=[C:51]([C:53]2[N:54]=[C:11]([C:7]3[S:8][C:9]([CH3:10])=[C:5]([CH2:1][CH:2]([CH3:3])[CH3:4])[CH:6]=3)[O:13][N:56]=2)[CH:50]=[C:49]([CH3:57])[C:48]=1[CH2:58][CH2:59][C:60]([OH:62])=[O:61])[CH3:46] |f:2.3|. Procedure: To a solution of 4-isobutyl-5-methyl-thiophene-2-carboxylic acid (126 mg, 637 μmol) in DCM (5 mL), DIPEA (249 mg, 1.93 mmol) is added followed TBTU (202 mg, 628 μmol). The mixture is stirred at rt for 30 min before 3-[2-ethyl-4-(N-hydroxycarbamimidoyl)-6-methyl-phenyl]-propionic acid (159 mg, 637 μmol) is added. The mixture is stirred at rt for 16 h before it is diluted with DCM, washed with 1 N aq. HCl solution, dried over Na2SO4, filtered and concentrated. The residue is dissolved in toluene (... The reactants are product, FC=1C(=C(C(=O)O)C=CC1F)NC1=C(C=C(C=C1)C#CCOC)F (3,4-difluoro-2-[[2-fluoro-4-(3-methoxy-1-propynyl)phenyl]amino]benzoic acid). The reagents and catalysts are [Pd] (Pd/C). The solvent is C(C)O (ethanol). Product: FC=1C(=C(C(=O)O)C=CC1F)NC1=C(C=C(C=C1)CCCOC)F (3,4-difluoro-2-[[2-fluoro-4-(3-methoxypropyl)phenyl]amino]benzoic acid). The yield is 65.0%. RXN SMILES: [F:1][C:2]1[C:3]([NH:12][C:13]2[CH:18]=[CH:17][C:16]([C:19]#[C:20][CH2:21][O:22][CH3:23])=[CH:15][C:14]=2[F:24])=[C:4]([CH:8]=[CH:9][C:10]=1[F:11])[C:5]([OH:7])=[O:6]>C(O)C.[Pd]>[F:1][C:2]1[C:3]([NH:12][C:13]2[CH:18]=[CH:17][C:16]([CH2:19][CH2:20][CH2:21][O:22][CH3:23])=[CH:15][C:14]=2[F:24])=[C:4]([CH:8]=[CH:9][C:10]=1[F:11])[C:5]([OH:7])=[O:6]. Procedure: The product of Example 25, Step B, 3,4-difluoro-2-[[2-fluoro-4-(3-methoxy-1-propynyl)phenyl]amino]benzoic acid, was hydrogenated in absolute ethanol in the presence of 5% Pd/C as above in Example 1, Step D. The resulting crude solid was purified by filtration through a plug of silica gel (50% EtOAc/hexanes as eluant) to give 3,4-difluoro-2-[[2-fluoro-4-(3-methoxypropyl)phenyl]amino]benzoic acid as a white solid (65%); m.p. (Et2O/hexanes) 125–127° C. 1H NMR [400 MHz, (CD3)2SO] δ 13.35 (br s, 1 H)...